Task: describe an organic reaction: reactants, conditions, products, and yield. Dataset: the Open Reaction Database (ORD), a public repository of structured organic reaction records Reactants: C(=O)([O-])[O-].[Na+].[Na+] (Na2CO3), BrC1=CC(N(C=C1)CC(CO)(C)C)=O (4-bromo-1-(3-hydroxy-2,2-dimethyl-propyl)-1H-pyridin-2-one), OC(C[C@@]1(CCN(C(O1)=O)[C@@H](C)C1=CC=C(C=C1)B1OC(C(O1)(C)C)(C)C)C1=CC=CC=C1)(C)C ((S)-6-(2-hydroxy-2-methylpropyl)-6-phenyl-3-[(S)-1-(4-(4,4,5,5-tetramethyl-1,3,2-dioxaborolan-2-yl)phenyl)ethyl]-1,3-oxazinan-2-one). Run in CN(C=O)C (N,N-dimethylformamide). Reaction conditions: temperature 100 celsius, time 4 hour. Yields the product OCC(CN1C(C=C(C=C1)C1=CC=C(C=C1)[C@H](C)N1C(O[C@](CC1)(C1=CC=CC=C1)CC(C)(C)O)=O)=O)(C)C (3-((S)-1-{4-[1-(3-Hydroxy-2,2-dimethyl-propyl)-2-oxo-1,2-dihydro-pyridin-4-yl]-phenyl}-ethyl)-(S)-6-(2-hydroxy-2-methyl-propyl)-6-phenyl-[1,3]oxazinan-2-one). As a reaction SMILES: C([O-])([O-])=O.[Na+].[Na+].Br[C:8]1[CH:13]=[CH:12][N:11]([CH2:14][C:15]([CH3:19])([CH3:18])[CH2:16][OH:17])[C:10](=[O:20])[CH:9]=1.[OH:21][C:22]([CH3:55])([CH3:54])[CH2:23][C@@:24]1([C:48]2[CH:53]=[CH:52][CH:51]=[CH:50][CH:49]=2)[O:29][C:28](=[O:30])[N:27]([C@H:31]([C:33]2[CH:38]=[CH:37][C:36](B3OC(C)(C)C(C)(C)O3)=[CH:35][CH:34]=2)[CH3:32])[CH2:26][CH2:25]1>CN(C)C=O>[OH:17][CH2:16][C:15]([CH3:19])([CH3:18])[CH2:14][N:11]1[CH:12]=[CH:13][C:8]([C:36]2[CH:35]=[CH:34][C:33]([C@@H:31]([N:27]3[CH2:26][CH2:25][C@:24]([CH2:23][C:22]([OH:21])([CH3:54])[CH3:55])([C:48]4[CH:53]=[CH:52][CH:51]=[CH:50][CH:49]=4)[O:29][C:28]3=[O:30])[CH3:32])=[CH:38][CH:37]=2)=[CH:9][C:10]1=[O:20] |f:0.1.2|. Procedure details: 2 M aqueous Na2CO3 solution (0.32 mL) was added to a mixture of 4-bromo-1-(3-hydroxy-2,2-dimethyl-propyl)-1H-pyridin-2-one (0.13 g) and (S)-6-(2-hydroxy-2-methylpropyl)-6-phenyl-3-[(S)-1-(4-(4,4,5,5-tetramethyl-1,3,2-dioxaborolan-2-yl)phenyl)ethyl]-1,3-oxazinan-2-one (0.15 g) in N,N-dimethylformamide (3 mL). The resulting mixture was sparged with argon for 5 min, before [1,1′-bis(diphenylphosphino)-ferrocene]dichloro-palladium(II) dichloromethane complex (26 mg) was added. The mixture was heated...